From a dataset of the Open Reaction Database (ORD), a public repository of structured organic reaction records. describe an organic reaction: reactants, conditions, products, and yield Reactants: COCCOC, CS(=O)(=O)c1nc(N)nc(-c2ccc3c(c2)OCO3)c1C#N, NCCCc1ccccc1. The product is N#Cc1c(NCCCc2ccccc2)nc(N)nc1-c1ccc2c(c1)OCO2. RXN SMILES: [CH3:33][O:34][CH2:35][CH2:36][O:37][CH3:38].[NH2:1][c:2]1[n:3][c:4]([S:19]([CH3:20])(=[O:21])=[O:22])[c:5]([C:17]#[N:18])[c:6](-[c:8]2[cH:9][c:10]3[c:11]([cH:15][cH:16]2)[O:12][CH2:13][O:14]3)[n:7]1.[c:23]1([CH2:29][CH2:30][CH2:31][NH2:32])[cH:24][cH:25][cH:26][cH:27][cH:28]1>>[NH2:1][c:2]1[n:3][c:4]([NH:32][CH2:31][CH2:30][CH2:29][c:23]2[cH:24][cH:25][cH:26][cH:27][cH:28]2)[c:5]([C:17]#[N:18])[c:6](-[c:8]2[cH:9][c:10]3[c:11]([cH:15][cH:16]2)[O:12][CH2:13][O:14]3)[n:7]1. Starting materials: O=C(Cl)c1ccc([N+](=O)[O-])cc1, Cc1cc(Nc2cccc(N)c2)nc(N)n1, N, C1COCCO1, O, c1ccncc1. The product is Cc1cc(Nc2cccc(NC(=O)c3ccc([N+](=O)[O-])cc3)c2)nc(N)n1. Reaction SMILES: [N+:23](=[O:24])([O-:25])[c:26]1[cH:27][cH:28][c:29]([C:30](=[O:31])[Cl:32])[cH:33][cH:34]1.[NH2:1][c:2]1[cH:3][c:4]([NH:8][c:9]2[n:10][c:11]([NH2:16])[n:12][c:13]([CH3:15])[cH:14]2)[cH:5][cH:6][cH:7]1.[NH3:35].[O:36]1[CH2:37][CH2:38][O:39][CH2:40][CH2:41]1.[OH2:42].[cH:17]1[cH:18][cH:19][n:20][cH:21][cH:22]1>>[NH:1]([c:2]1[cH:3][c:4]([NH:8][c:9]2[n:10][c:11]([NH2:16])[n:12][c:13]([CH3:15])[cH:14]2)[cH:5][cH:6][cH:7]1)[C:30]([c:29]1[cH:28][cH:27][c:26]([N+:23](=[O:24])[O-:25])[cH:34][cH:33]1)=[O:31]. Reactants: N(=[N+]=[N-])C[C@@H]1N(CCC1)C(=O)OC(C)(C)C (tert-butyl (2R)-2-(azidomethyl)-1-pyrrolidinecarboxylate). The reagents and catalysts are [Pd] (Palladium on charcoal). The solvent is C(C)O (ethanol). Product: N (ammonia), NC[C@@H]1N(CCC1)C(=O)OC(C)(C)C (tert-butyl (2R)-2-(aminomethyl)-1-pyrrolidinecarboxylate). Reaction SMILES: [N:1]([CH2:4][C@H:5]1[CH2:9][CH2:8][CH2:7][N:6]1[C:10]([O:12][C:13]([CH3:16])([CH3:15])[CH3:14])=[O:11])=[N+]=[N-]>[Pd].C(O)C>[NH3:1].[NH2:1][CH2:4][C@H:5]1[CH2:9][CH2:8][CH2:7][N:6]1[C:10]([O:12][C:13]([CH3:16])([CH3:15])[CH3:14])=[O:11]. Procedure: 10% Palladium on charcoal (750 mg) was added to a solution of tert-butyl (2R)-2-(azidomethyl)-1-pyrrolidinecarboxylate (preperation 51)(5.74 g, 25.39 mmol) in ethanol (100 ml). The reaction mixture was hydrogenated @15 psi for 2.5 hrs, after which time the catalyst was filtered off and the solvent evaporated under reduced pressure. The crude product was purified by column chromatography on silica gel using dichloromethane:methanol:0.88 ammonia (90:10:0.5) as the eluant, to afford the title compo... Reactants: C(=O)([O-])[O-].[Na+].[Na+] (Na2CO3), tetrakis-triphenylphosphane palladium, NC1=NC=C(C=C1)Br (2-amino-5-bromopyridine), ClC1=CC=C(C=C1)OB(O)O (4-chlorophenylboric acid). Solvent: O (water), O1CCOCC1 (1,4-dioxane), CO (methanol), CCOC(=O)C (EtOAc). Reaction conditions: temperature 110 celsius, time 2.5 hour. Yields the product ClC1=CC=C(C=C1)C=1C=CC(=NC1)N (5-(4-chloro-phenyl)-pyridin-2-ylamine). RXN SMILES: C([O-])([O-])=O.[Na+].[Na+].[NH2:7][C:8]1[CH:13]=[CH:12][C:11](Br)=[CH:10][N:9]=1.[Cl:15][C:16]1[CH:21]=[CH:20][C:19](OB(O)O)=[CH:18][CH:17]=1>O1CCOCC1.CO.CCOC(C)=O.O>[Cl:15][C:16]1[CH:21]=[CH:20][C:19]([C:11]2[CH:12]=[CH:13][C:8]([NH2:7])=[N:9][CH:10]=2)=[CH:18][CH:17]=1 |f:0.1.2|. Procedure: 300 mL (600 mmol) of a 2 M Na2CO3 solution and 3.45 g (3.0 mmol) tetrakis-triphenylphosphane-palladium are added successively to a solution of 53.5 g (300 mmol) 2-amino-5-bromopyridine and 50.0 g (313 mmol) 4-chlorophenylboric acid in 1.0 L 1,4-dioxane and 250 mL methanol under argon. The reaction mixture is stirred for 2.5 h at 110° C. The solvent is eliminated i.vac., the residue is taken up in EtOAc and water. The organic phase is dried over Na2SO4 and the solvent is eliminated i.vac. Further... Starting materials: C(C)(C)(C)OC(=O)N1CCC(CCC1)N1C(CCCC1)CC1=C(C=CC(=C1)Cl)Cl (1-(tert-butyloxycarbonyl)-4-{[(2,5-dichlorophenyl)methyl]piperid-1-yl}hexahydro4 H-azepine). Solvent: FC(C(=O)O)(F)F (trifluoroacetic acid), C(Cl)Cl (methylene chloride). The product is ClC1=C(C=C(C=C1)Cl)CC1N(CCCC1)C1CCNCCC1 (4-{[(2,5-dichlorophenyl)methyl]piperid-1-yl}hexahydro-4 H-azepine). The yield is 90.7%. Reaction SMILES: C(OC([N:8]1[CH2:14][CH2:13][CH2:12][CH:11]([N:15]2[CH2:20][CH2:19][CH2:18][CH2:17][CH:16]2[CH2:21][C:22]2[CH:27]=[C:26]([Cl:28])[CH:25]=[CH:24][C:23]=2[Cl:29])[CH2:10][CH2:9]1)=O)(C)(C)C>FC(F)(F)C(O)=O.C(Cl)Cl>[Cl:29][C:23]1[CH:24]=[CH:25][C:26]([Cl:28])=[CH:27][C:22]=1[CH2:21][CH:16]1[CH2:17][CH2:18][CH2:19][CH2:20][N:15]1[CH:11]1[CH2:12][CH2:13][CH2:14][NH:8][CH2:9][CH2:10]1. Reported procedure: A solution of 1-(tert-butyloxycarbonyl)-4-{[(2,5-dichlorophenyl)methyl]piperid-1-yl}hexahydro4 H-azepine (700 mg, 1.58 mmol) in trifluoroacetic acid (2 ml) and methylene chloride (0.5 ml) was stirred at room temperature for 15 min. The solution was concentrated in vacuo and the residue was dissolved in chloroform and extracted with saturated aqueous sodium carbonate. The chloroform extract was dried over sodium sulfate and concentrated in vacuo to give 4-{[(2,5-dichlorophenyl)methyl]piperid-1-yl...